This data is from the Open Reaction Database (ORD), a public repository of structured organic reaction records. The task is: describe an organic reaction: reactants, conditions, products, and yield Starting materials: CC(=O)NC(Cc1ccc(O)cc1)C(=O)O, CN1CCOCC1, CCN=C=NCCCN(C)C, N#CCCC1CN(CCc2ccc3ccccc3c2)C(=O)CN1C(=O)C(N)Cc1ccc(F)cc1, CN(C)C=O, O, On1nnc2ccccc21. Product: CC(=O)NC(Cc1ccc(O)cc1)C(=O)NC(Cc1ccc(F)cc1)C(=O)N1CC(=O)N(CCc2ccc3ccccc3c2)CC1CCC#N. RXN SMILES: [C:36]([CH3:37])(=[O:38])[NH:39][CH:40]([CH2:41][c:42]1[cH:43][cH:44][c:45]([OH:48])[cH:46][cH:47]1)[C:49](=[O:50])[OH:51].[CH3:62][N:63]1[CH2:64][CH2:65][O:66][CH2:67][CH2:68]1.[CH3:69][N:70]([CH3:71])[CH2:72][CH2:73][CH2:74][N:75]=[C:76]=[N:77][CH2:78][CH3:79].[NH2:1][CH:2]([C:3](=[O:4])[N:5]1[CH:6]([CH2:24][CH2:25][C:26]#[N:27])[CH2:7][N:8]([CH2:12][CH2:13][c:14]2[cH:15][c:16]3[cH:17][cH:18][cH:19][cH:20][c:21]3[cH:22][cH:23]2)[C:9](=[O:11])[CH2:10]1)[CH2:28][c:29]1[cH:30][cH:31][c:32]([F:35])[cH:33][cH:34]1.[O:80]=[CH:81][N:82]([CH3:83])[CH3:84].[OH2:85].[OH:52][n:53]1[c:54]2[cH:55][cH:56][cH:57][cH:58][c:59]2[n:60][n:61]1>>[NH:1]([CH:2]([C:3](=[O:4])[N:5]1[CH:6]([CH2:24][CH2:25][C:26]#[N:27])[CH2:7][N:8]([CH2:12][CH2:13][c:14]2[cH:15][c:16]3[cH:17][cH:18][cH:19][cH:20][c:21]3[cH:22][cH:23]2)[C:9](=[O:11])[CH2:10]1)[CH2:28][c:29]1[cH:30][cH:31][c:32]([F:35])[cH:33][cH:34]1)[C:49]([CH:40]([NH:39][C:36]([CH3:37])=[O:38])[CH2:41][c:42]1[cH:43][cH:44][c:45]([OH:48])[cH:46][cH:47]1)=[O:50]. Procedure: Following the general procedure of EXAMPLE 18, and making non-critical variations but substituting (S)-(-)-N-[[2-oxo-3-[4-(3,6-dihydro-2H-pyridin-4-yl)-3-fluorophenyl]-5-oxazolidinyllmethyl]acetamide (EXAMPLE 38) for (S)-(-)-N-[[2-oxo-3-[4-(4-piperidinyl)phenyl]-5-oxazolidinyl]methyl acetamide and acetoxyacetyl chloride for benzyloxyacetyl chloride, the title compound is obtained, mp 188-191° C. The product is O=C1O[C@H](CN1C1=CC(=C(C=C1)C=1CCN(CC1)C(COC(C)=O)=O)F)CNC(C)=O ((S)-(-)-N-[[2-Oxo-3-[3-fluoro-4-[1-[(acetoxy)acetyl]-3,6-dihydro-2H-pyridin-4-yl]phenyl]-5-oxazolidinyl]methyl]acetamide). As a reaction SMILES: [O:1]=[C:2]1[N:6]([C:7]2[CH:12]=[CH:11][C:10]([C:13]3[CH2:14][CH2:15][NH:16][CH2:17][CH:18]=3)=[C:9]([F:19])[CH:8]=2)[CH2:5][C@H:4]([CH2:20][NH:21][C:22](=[O:24])[CH3:23])[O:3]1.O=C1N(C2C=CC(C3CCNCC3)=CC=2)CC(CCC(N)=O)O1.[C:48]([O:51][CH2:52][C:53](Cl)=[O:54])(=[O:50])[CH3:49].C(OCC(Cl)=O)C1C=CC=CC=1>>[O:1]=[C:2]1[N:6]([C:7]2[CH:12]=[CH:11][C:10]([C:13]3[CH2:14][CH2:15][N:16]([C:53](=[O:54])[CH2:52][O:51][C:48](=[O:50])[CH3:49])[CH2:17][CH:18]=3)=[C:9]([F:19])[CH:8]=2)[CH2:5][C@H:4]([CH2:20][NH:21][C:22](=[O:24])[CH3:23])[O:3]1. The reactants are O=C1O[C@H](CN1C1=CC(=C(C=C1)C=1CCNCC1)F)CNC(C)=O ((S)-(-)-N-[[2-Oxo-3-[4-(3,6-dihydro-2H-pyridin-4-yl)-3-fluorophenyl]-5-oxazolidinyl]methyl]acetamide), C(C1=CC=CC=C1)OCC(=O)Cl (benzyloxyacetyl chloride), O=C1OC(CN1C1=CC=C(C=C1)C1CCNCC1)CCC(=O)N ([2-oxo-3-[4-(4-piperidinyl)phenyl]-5-oxazolidinyl]methyl acetamide), C(C)(=O)OCC(=O)Cl (acetoxyacetyl chloride). Reactants: C(C)(C)(C)OC(=O)N(C(C1=C(C=CC(=C1)N1C(CCC1)=O)C(=O)N1CCN(CC1)C1=NC=C(C=C1C)C)=O)C(=O)OC(C)(C)C (N,N-di-tert-butyloxycarbonyl-2-[4-(3,5-dimethylpyridin-2-yl)piperazine-1-carbonyl]-5-(2-oxopyrrolidin-1-yl)benzamide), N1=CC(=CC=C1)CN (C-pyridin-3-yl-methylamine). Product: CC=1C(=NC=C(C1)C)N1CCN(CC1)C(=O)C1=C(C(=O)NCC=2C=NC=CC2)C=C(C=C1)N1C(CCC1)=O (2-[4-(3,5-dimethylpyridin-2-yl)piperazine-1-carbonyl]-5-(2-oxopyrrolidin-1-yl)-N-pyridin-3-ylmethylbenzamide). Reaction SMILES: C(OC([N:8]([C:39](OC(C)(C)C)=O)[C:9](=[O:38])[C:10]1[CH:15]=[C:14]([N:16]2[CH2:20][CH2:19][CH2:18][C:17]2=[O:21])[CH:13]=[CH:12][C:11]=1[C:22]([N:24]1[CH2:29][CH2:28][N:27]([C:30]2[C:35]([CH3:36])=[CH:34][C:33]([CH3:37])=[CH:32][N:31]=2)[CH2:26][CH2:25]1)=[O:23])=O)(C)(C)C.[N:46]1[CH:51]=[CH:50][CH:49]=[C:48](CN)[CH:47]=1>>[CH3:36][C:35]1[C:30]([N:27]2[CH2:28][CH2:29][N:24]([C:22]([C:11]3[CH:12]=[CH:13][C:14]([N:16]4[CH2:20][CH2:19][CH2:18][C:17]4=[O:21])=[CH:15][C:10]=3[C:9]([NH:8][CH2:39][C:48]3[CH:47]=[N:46][CH:51]=[CH:50][CH:49]=3)=[O:38])=[O:23])[CH2:25][CH2:26]2)=[N:31][CH:32]=[C:33]([CH3:37])[CH:34]=1. Procedure details: Using N,N-di-tert-butyloxycarbonyl-2-[4-(3,5-dimethylpyridin-2-yl)piperazine-1-carbonyl]-5-(2-oxopyrrolidin-1-yl)benzamide (187 mg) described in Example 769 and C-pyridin-3-yl-methylamine (36 μL) and by the reaction and treatment in the same manner as in Example 770, the title compound (111 mg) was obtained. The reactants are Cl.NCC(=O)N1CCN(CC1)C(C1=C(C=CC=C1)C(F)(F)F)=O (2-amino-1-[4-(2-trifluoromethyl-benzoyl)-piperazin-1-yl]-ethanone hydrochloride salt), CCN(C(C)C)C(C)C (DIPEA), O=C1N(C=CC=C1)C1=CC=C(C(=O)O)C=C1 (4-(2-oxo-2H-pyridin-1-yl)-benzoic acid), C=1C=CC2=C(C1)N=NN2O (HOBT), CCN=C=NCCCN(C)C (EDCI). Solvent: O (water), CN(C)C=O (DMF). Reaction conditions: time 2 minute. Yields the product O=C1N(C=CC=C1)C1=CC=C(C(=O)NCC(N2CCN(CC2)C(C2=C(C=CC=C2)C(F)(F)F)=O)=O)C=C1 (4-(2-Oxo-2H-pyridin-1-yl)-N-{2-oxo-2-[4-(2-trifluoromethyl-benzoyl)-piperazin-1-yl]-ethyl}-benzamide). Yield: 14.9%. As a reaction SMILES: CCN(C(C)C)C(C)C.[O:10]=[C:11]1[CH:16]=[CH:15][CH:14]=[CH:13][N:12]1[C:17]1[CH:25]=[CH:24][C:20]([C:21]([OH:23])=O)=[CH:19][CH:18]=1.C1C=CC2N(O)N=NC=2C=1.CCN=C=NCCCN(C)C.Cl.[NH2:48][CH2:49][C:50]([N:52]1[CH2:57][CH2:56][N:55]([C:58](=[O:69])[C:59]2[CH:64]=[CH:63][CH:62]=[CH:61][C:60]=2[C:65]([F:68])([F:67])[F:66])[CH2:54][CH2:53]1)=[O:51]>CN(C=O)C.O>[O:10]=[C:11]1[CH:16]=[CH:15][CH:14]=[CH:13][N:12]1[C:17]1[CH:18]=[CH:19][C:20]([C:21]([NH:48][CH2:49][C:50](=[O:51])[N:52]2[CH2:53][CH2:54][N:55]([C:58](=[O:69])[C:59]3[CH:64]=[CH:63][CH:62]=[CH:61][C:60]=3[C:65]([F:66])([F:68])[F:67])[CH2:56][CH2:57]2)=[O:23])=[CH:24][CH:25]=1 |f:4.5|. Procedure: DIPEA (213 mg, 0.27 mL, 1.65 mmol) was added to a stirred solution of 4-(2-oxo-2H-pyridin-1-yl)-benzoic acid (120 mg, 0.55 mmol) in DMF (2 mL). HOBT (74.5 mg, 0.55 mmol) and EDCI (126.5 mg, 0.66 mmol) were then added at room temperature. After 2 minutes, 2-amino-1-[4-(2-trifluoromethyl-benzoyl)-piperazin-1-yl]-ethanone hydrochloride salt (196 mg, 0.55 mmol) was added and the resulting mixture was stirred at room temperature overnight. Cold water was then added and filtered the solid precipitated... The reactants are BrCC1=CC=C(C=C1)S(=O)(=O)N(C)C (4-bromomethyl-N,N-dimethyl-benzenesulfonamide), [H-].[Na+] (sodium hydride), oil, C(C)(C)(C)OC(=O)C1(C(NC2=CC(=CC=C12)Br)=O)C(=O)OC(C)(C)C (6-Bromo-2-oxo-1,2-dihydro-indole-3,3-dicarboxylic acid di-tert-butyl ester). Solvent: CN(C=O)C (N,N-dimethylformamide). Reaction conditions: time 15 minute. Yields the product C(C)(C)(C)OC(=O)C1(C(N(C2=CC(=CC=C12)Br)CC1=CC=C(C=C1)S(N(C)C)(=O)=O)=O)C(=O)OC(C)(C)C (6-Bromo-1-(4-dimethylsulfamoyl-benzyl)-2-oxo-1,2-dihydro-indole-3,3-dicarboxylic acid di-tert-butyl ester). The yield is 114.2%. Reaction SMILES: [C:1]([O:5][C:6]([C:8]1([C:19]([O:21][C:22]([CH3:25])([CH3:24])[CH3:23])=[O:20])[C:16]2[C:11](=[CH:12][C:13]([Br:17])=[CH:14][CH:15]=2)[NH:10][C:9]1=[O:18])=[O:7])([CH3:4])([CH3:3])[CH3:2].[H-].[Na+].Br[CH2:29][C:30]1[CH:35]=[CH:34][C:33]([S:36]([N:39]([CH3:41])[CH3:40])(=[O:38])=[O:37])=[CH:32][CH:31]=1>CN(C)C=O>[C:1]([O:5][C:6]([C:8]1([C:19]([O:21][C:22]([CH3:25])([CH3:24])[CH3:23])=[O:20])[C:16]2[C:11](=[CH:12][C:13]([Br:17])=[CH:14][CH:15]=2)[N:10]([CH2:29][C:30]2[CH:31]=[CH:32][C:33]([S:36](=[O:38])(=[O:37])[N:39]([CH3:40])[CH3:41])=[CH:34][CH:35]=2)[C:9]1=[O:18])=[O:7])([CH3:4])([CH3:3])[CH3:2] |f:1.2|. Procedure details: 6-Bromo-2-oxo-1,2-dihydro-indole-3,3-dicarboxylic acid di-tert-butyl ester (5.10 g, 12.4 mmol) was dissolved in 40 ml of anhydrous N,N-dimethylformamide (DMF) under an atmosphere of dry N2. The solution was cooled to 0° C. after which time 60% sodium hydride in oil (500 mg, 12.4 mmol) was added and the solution was then stirred for 15 minutes at this temperature. The reaction mixture was the warmed to ambient temperature and stirred for 15 minutes after which time 4-bromomethyl-N,N-dimethyl-benz... Reactants: [Cl-].[NH4+] (ammonium chloride), Cl (hydrochloric acid), COC1=CC2=C(C3CC(C4C(N3CC2)CCCC4)=O)C=C1OC (2,3,4,4a,6,7,11b,12,13,13a-decahydro-9,10-dimethoxy-1H-dibenzo[a,f]quinolizin-13-one), solution, C1(=CC=CC=C1)[Mg]Br (phenylmagnesium bromide). Run in CCOCC (ether), O1CCCC1 (tetrahydrofuran), O1CCCC1 (tetrahydrofuran). Product: Cl.COC1=CC2=C(C3CC(C4C(N3CC2)CCCC4)(O)C4=CC=CC=C4)C=C1OC (2,3,4,4a,6,7,11b,12,13,13a-decahydro-9,10-dimethoxy-13-phenyl-1H-dibenzo[a,f]quinolizin-13-ol hydrochloride). As a reaction SMILES: [CH3:1][O:2][C:3]1[C:21]([O:22][CH3:23])=[CH:20][C:6]2[CH:7]3[N:12]([CH2:13][CH2:14][C:5]=2[CH:4]=1)[CH:11]1[CH2:15][CH2:16][CH2:17][CH2:18][CH:10]1[C:9](=[O:19])[CH2:8]3.[C:24]1([Mg]Br)[CH:29]=[CH:28][CH:27]=[CH:26][CH:25]=1.[Cl-:32].[NH4+].Cl>O1CCCC1.CCOCC>[ClH:32].[CH3:1][O:2][C:3]1[C:21]([O:22][CH3:23])=[CH:20][C:6]2[CH:7]3[N:12]([CH2:13][CH2:14][C:5]=2[CH:4]=1)[CH:11]1[CH2:15][CH2:16][CH2:17][CH2:18][CH:10]1[C:9]([C:24]1[CH:29]=[CH:28][CH:27]=[CH:26][CH:25]=1)([OH:19])[CH2:8]3 |f:2.3,7.8|. Procedure details: To 6.3 g (0.02 mole) of 2,3,4,4a,6,7,11b,12,13,13a-decahydro-9,10-dimethoxy-1H-dibenzo[a,f]quinolizin-13-one in 100 ml of tetrahydrofuran is added dropwise 30 ml of a 2N solution of phenylmagnesium bromide in tetrahydrofuran. When the addition is complete, the mixture is refluxed for three hours and cooled after which 100 ml of saturated ammonium chloride solution is added. The organic and aqueous layers are separated and the aqueous layer is extracted with ether. The combined organic layers are... The reactants are BrCCCCCC(C(=O)OCC)C (ethyl 7-bromo-2-methylheptanoate), O1C(CCCC1)OC(CCCN(S(=O)(=O)C)CCCCC(CC(=O)OC)C)CCCCC (methyl 7-{N-[4-(2-tetrahydropyranyloxy)nonyl]methanesulfonamido}-3-methyl-heptanoate), CC(CC(=O)OC)CCCCI (methyl 3-methyl-7-iodoheptanoate), product. Product: O[C@@H](C#CCN(S(=O)(=O)C)CCCCCCC(=O)O)CCCCC (7-[N-(4(R)-hydroxy-2-nonynyl)methanesulfonamido]heptanoic acid). Reaction SMILES: BrCCCCCC(C)C(OCC)=O.CC(CCCCI)CC(OC)=O.O1CCCCC1[O:32][CH:33]([CH2:53][CH2:54][CH2:55][CH2:56][CH3:57])[CH2:34][CH2:35][CH2:36][N:37]([CH2:42][CH2:43][CH2:44][CH2:45][CH:46](C)[CH2:47][C:48]([O:50]C)=[O:49])[S:38]([CH3:41])(=[O:40])=[O:39]>>[OH:32][C@H:33]([CH2:53][CH2:54][CH2:55][CH2:56][CH3:57])[C:34]#[C:35][CH2:36][N:37]([CH2:42][CH2:43][CH2:44][CH2:45][CH2:46][CH2:47][C:48]([OH:50])=[O:49])[S:38]([CH3:41])(=[O:39])=[O:40]. Procedure: The synthesis of this compound is carried out as described in Example 8 except that, in Step A, the ethyl 7-bromo-2-methylheptanoate is replaced by an equimolar amount of methyl 3-methyl-7-iodoheptanoate. The product of Step A is thus methyl 7-{N-[4-(2-tetrahydropyranyloxy)nonyl]methanesulfonamido}-3-methyl-heptanoate. The subsequent hydrolysis step yields 7-[N-(4-hydroxynonyl)methanesulfonamido]-3-methylheptanoic acid (B). Reported procedure: To a solution of 18 ml of phosgene (1.93 M /toluene) at −78° C. under N2, was added 3 g of 3,4-bis(nitrooxy)butyl alcohol. The resulted mixture was stirred at 25° C. for 24 h. Distillation of excess phosgene was done under low vacuum at 50° C. to afford 4.2 g of the desired compound as an orange oil. The crude compound was used directly in the next reaction. To a solution of 3.5 g of (2Z)-4-{[tert-butyl(dimethyl)silyl]oxy}-2-[4-(methylsulfonyl)phenyl]-3-phenylbut-2-en-1-ol, 1.0 g of DMAP and 1.8... The product is C(OCCCC(CO[N+](=O)[O-])O[N+](=O)[O-])(OC\C(=C(/CO)\C1=CC=CC=C1)\C1=CC=C(C=C1)S(=O)(=O)C)=O (4,5-bis(nitrooxy)pentyl (2Z)-4-hydroxy-2-[4-(methylsulfonyl)phenyl]-3-phenylbut-2-en-1-yl carbonate). RXN SMILES: [C:1](=[O:45])([O:16][CH2:17]/[C:18](/[C:35]1[CH:40]=[CH:39][C:38]([S:41]([CH3:44])(=[O:43])=[O:42])=[CH:37][CH:36]=1)=[C:19](/[C:29]1[CH:34]=[CH:33][CH:32]=[CH:31][CH:30]=1)\[CH2:20][O:21][Si](C(C)(C)C)(C)C)[O:2][CH2:3][CH2:4][CH2:5][CH:6]([O:12][N+:13]([O-:15])=[O:14])[CH2:7][O:8][N+:9]([O-:11])=[O:10]>C(#N)C.C1(C)C=CC=CC=1>[C:1](=[O:45])([O:16][CH2:17]/[C:18](/[C:35]1[CH:40]=[CH:39][C:38]([S:41]([CH3:44])(=[O:42])=[O:43])=[CH:37][CH:36]=1)=[C:19](/[C:29]1[CH:34]=[CH:33][CH:32]=[CH:31][CH:30]=1)\[CH2:20][OH:21])[O:2][CH2:3][CH2:4][CH2:5][CH:6]([O:12][N+:13]([O-:15])=[O:14])[CH2:7][O:8][N+:9]([O-:11])=[O:10]. Run at temperature 25 celsius, time 1.5 hour. Starting materials: C(OCCCC(CO[N+](=O)[O-])O[N+](=O)[O-])(OC\C(=C(/CO[Si](C)(C)C(C)(C)C)\C1=CC=CC=C1)\C1=CC=C(C=C1)S(=O)(=O)C)=O (4,5-bis(nitrooxy)pentyl (2Z)-4-{[tert-butyl(dimethyl)silyl]oxy}-2-[4-(methylsulfonyl)phenyl]-3-phenylbut-2-en-1-yl carbonate). Yield: 102.7%. Solvent: C(C)#N (acetonitrile), C1(=CC=CC=C1)C (toluene). The reactants are ClC1=C(C#N)C=CC(=C1)O[C@H]1[C@H](CCC1)O (2-Chloro-4-(cis-2-hydroxy-cyclopentyloxy)-benzonitrile), CI (methyl iodide). Reaction conditions: time 1 hour. The product is ClC1=C(C#N)C=CC(=C1)O[C@H]1[C@H](CCC1)OC (2-Chloro-4-(cis-2-methoxy-cyclopentyloxy)-benzonitrile). The yield is 43.5%. As a reaction SMILES: [Cl:1][C:2]1[CH:9]=[C:8]([O:10][C@@H:11]2[CH2:15][CH2:14][CH2:13][C@@H:12]2[OH:16])[CH:7]=[CH:6][C:3]=1[C:4]#[N:5].[CH3:17]I>>[Cl:1][C:2]1[CH:9]=[C:8]([O:10][C@@H:11]2[CH2:15][CH2:14][CH2:13][C@@H:12]2[O:16][CH3:17])[CH:7]=[CH:6][C:3]=1[C:4]#[N:5]. Procedure: 2-Chloro-4-(cis-2-hydroxy-cyclopentyloxy)-benzonitrile (76 mg, 0.32 mmol) was added to a flame dried round bottom flask under nitrogen containing 2 mL of dry DMF and 8.5 mg of 60% sodium hydride as an oil dispersion (0.35 mmol). The reaction was stirred at room temperature for 1 h, after which time methyl iodide (54 mg, 0.38 mmol) was added. The mixture was stirred for 16 h, quenched by the dropwise addition of 5 mL of water, and extracted with ether (2×). The combined organic phases were washed... The reactants are C1=CC=CC=2OC3=CC=CC=C3C(C12)C(=O)Cl (9H-xanthene-9-carbonyl chloride), NC=1OC=CN1 (2-amino-oxazole). The product is O1C(=NC=C1)NC(=O)C1C2=CC=CC=C2OC=2C=CC=CC12 (9H-Xanthene-9-carboxylic acid oxazol-2-yl-amide). Reaction SMILES: [CH:1]1[C:14]2[CH:13]([C:15](Cl)=[O:16])[C:12]3[C:7](=[CH:8][CH:9]=[CH:10][CH:11]=3)[O:6][C:5]=2[CH:4]=[CH:3][CH:2]=1.[NH2:18][C:19]1[O:20][CH:21]=[CH:22][N:23]=1>>[O:20]1[CH:21]=[CH:22][N:23]=[C:19]1[NH:18][C:15]([CH:13]1[C:12]2[CH:11]=[CH:10][CH:9]=[CH:8][C:7]=2[O:6][C:5]2[C:14]1=[CH:1][CH:2]=[CH:3][CH:4]=2)=[O:16]. Procedure details: The title compound, white solid, m.p.=232-235° C., MS: m/e=292 (M+) was prepared in accordance with the general method of example 31 from 9H-xanthene-9-carbonyl chloride and 2-amino-oxazole.